Task: describe an organic reaction: reactants, conditions, products, and yield. Dataset: the Open Reaction Database (ORD), a public repository of structured organic reaction records Starting materials: Fc1cccc(F)c1Br, CC1(C)OB(c2cccc3[nH]ccc23)OC1(C)C, COCCOC, CCOC(C)=O, [Na+], [Na+], O=C([O-])[O-], [Pd]. Yields the product Fc1cccc(F)c1-c1cccc2[nH]ccc12. As a reaction SMILES: [Br:19][c:20]1[c:21]([F:27])[cH:22][cH:23][cH:24][c:25]1[F:26].[CH3:1][C:2]1([CH3:3])[C:4]([CH3:5])([CH3:6])[O:7][B:8]([c:9]2[c:10]3[cH:11][cH:12][nH:13][c:14]3[cH:15][cH:16][cH:17]2)[O:18]1.[CH3:34][O:35][CH2:36][CH2:37][O:38][CH3:39].[CH3:41][CH2:42][O:43][C:44](=[O:45])[CH3:46].[Na+:28].[Na+:29].[O-:30][C:31](=[O:32])[O-:33].[Pd:40]>>[c:9]1(-[c:20]2[c:21]([F:27])[cH:22][cH:23][cH:24][c:25]2[F:26])[c:10]2[cH:11][cH:12][nH:13][c:14]2[cH:15][cH:16][cH:17]1. Starting materials: C(C)(C)(C)[C@@H]1CC[C@H](CC1)OC=1C=C2C=CC(=CC2=CC1)C(=O)N1CCC(CC1)C(=O)OC (methyl 1-(6-(trans-4-tert-butylcyclohexyloxy)-2-naphthoyl)piperidine-4-carboxylate), [OH-].[Na+] (NaOH), O (H2O), Cl (HCl). Solvent: CO (MeOH). Run at temperature 85 celsius, time 2 hour. Yields the product C(C)(C)(C)[C@@H]1CC[C@H](CC1)OC=1C=C2C=CC(=CC2=CC1)C(=O)N1CCC(CC1)C(=O)O (1-(6-(trans-4-tert-butylcyclohexyloxy)-2-naphthoyl)piperidine-4-carboxylic acid). Yield: 62.3%. Reaction SMILES: [C:1]([C@H:5]1[CH2:10][CH2:9][C@H:8]([O:11][C:12]2[CH:13]=[C:14]3[C:19](=[CH:20][CH:21]=2)[CH:18]=[C:17]([C:22]([N:24]2[CH2:29][CH2:28][CH:27]([C:30]([O:32]C)=[O:31])[CH2:26][CH2:25]2)=[O:23])[CH:16]=[CH:15]3)[CH2:7][CH2:6]1)([CH3:4])([CH3:3])[CH3:2].[OH-].[Na+].O.Cl>CO>[C:1]([C@H:5]1[CH2:10][CH2:9][C@H:8]([O:11][C:12]2[CH:13]=[C:14]3[C:19](=[CH:20][CH:21]=2)[CH:18]=[C:17]([C:22]([N:24]2[CH2:29][CH2:28][CH:27]([C:30]([OH:32])=[O:31])[CH2:26][CH2:25]2)=[O:23])[CH:16]=[CH:15]3)[CH2:7][CH2:6]1)([CH3:4])([CH3:2])[CH3:3] |f:1.2|. Procedure: To a solution of methyl 1-(6-(trans-4-tert-butylcyclohexyloxy)-2-naphthoyl)piperidine-4-carboxylate (150 mg, 0.33 mmol) in MeOH (5 mL) was added NaOH (68 mg, 1.7 mmol, 5.0 eq) and H2O (0.5 mL). The reaction mixture was stirred at 85° C. for 2 h. After the reaction was cooled to 0° C., the pH of the solution was adjusted to 6 with 3 N HCl. The mixture was filtered and the yellow solid was the desired product 1-(6-(trans-4-tert-butylcyclohexyloxy)-2-naphthoyl)piperidine-4-carboxylic acid (90 mg, y... Reactants: CCOC(=O)c1cnc(SC)nc1Nc1ccc2[nH]ncc2c1, CO, CCN, O. The product is CCNC(=O)c1cnc(SC)nc1Nc1ccc2[nH]ncc2c1. As a reaction SMILES: [CH2:3]([O:4][C:6](=[O:7])[c:8]1[c:9]([NH:16][c:17]2[cH:18][c:19]3[cH:20][n:21][nH:22][c:23]3[cH:24][cH:25]2)[n:10][c:11]([S:14][CH3:15])[n:12][cH:13]1)[CH3:5].[CH3:1][OH:2].[CH3:26][CH2:27][NH2:28].[OH2:29]>>[C:6](=[O:7])([c:8]1[c:9]([NH:16][c:17]2[cH:18][c:19]3[cH:20][n:21][nH:22][c:23]3[cH:24][cH:25]2)[n:10][c:11]([S:14][CH3:15])[n:12][cH:13]1)[NH:28][CH2:27][CH3:26]. Starting materials: CO, COC(=O)c1ccc(O)c([N+](=O)[O-])c1. Product: COC(=O)c1ccc(O)c(N)c1. Reaction SMILES: [CH3:15][OH:16].[OH:1][c:2]1[c:3]([N+:12]([O-:13])=[O:14])[cH:4][c:5]([C:6](=[O:7])[O:8][CH3:9])[cH:10][cH:11]1>>[OH:1][c:2]1[c:3]([NH2:12])[cH:4][c:5]([C:6](=[O:7])[O:8][CH3:9])[cH:10][cH:11]1. The reactants are CCOCC, CO, ClC(Cl)Cl, Cc1ccc(NC(=O)c2ccc(CN3CCNCC3)c(C(F)(F)F)c2)cc1Nc1nccc(-c2cncc(Br)c2)n1. Yields the product Cl, Cc1ccc(NC(=O)c2ccc(CN3CCNCC3)c(C(F)(F)F)c2)cc1Nc1nccc(-c2cncc(Br)c2)n1. RXN SMILES: [CH2:44]([O:45][CH2:46][CH3:47])[CH3:48].[CH3:42][OH:43].[CH:49]([Cl:50])([Cl:51])[Cl:52].[N:1]1([CH2:7][c:8]2[c:9]([C:38]([F:39])([F:40])[F:41])[cH:10][c:11]([C:12](=[O:13])[NH:14][c:15]3[cH:16][c:17]([NH:22][c:23]4[n:24][cH:25][cH:26][c:27](-[c:29]5[cH:30][n:31][cH:32][c:33]([Br:35])[cH:34]5)[n:28]4)[c:18]([CH3:21])[cH:19][cH:20]3)[cH:36][cH:37]2)[CH2:2][CH2:3][NH:4][CH2:5][CH2:6]1>>[ClH:50].[N:1]1([CH2:7][c:8]2[c:9]([C:38]([F:39])([F:40])[F:41])[cH:10][c:11]([C:12](=[O:13])[NH:14][c:15]3[cH:16][c:17]([NH:22][c:23]4[n:24][cH:25][cH:26][c:27](-[c:29]5[cH:30][n:31][cH:32][c:33]([Br:35])[cH:34]5)[n:28]4)[c:18]([CH3:21])[cH:19][cH:20]3)[cH:36][cH:37]2)[CH2:2][CH2:3][NH:4][CH2:5][CH2:6]1.